This data is from the Open Reaction Database (ORD), a public repository of structured organic reaction records. The task is: describe an organic reaction: reactants, conditions, products, and yield The reactants are solution, Cl (hydrochloric acid), CN(C=CC(=O)C1=CC=CC=C1)C (3-dimethylaminoacrylophenone), C(#N)[BH3-].[Na+] (sodium cyanoborohydride), C(C)(C)O (isopropanol), P(=O)(Cl)(Cl)Cl (phosphorus oxychloride), ClC1=C(C=CC=C1)S (2-chlorothiophenol). Solvent: C(C)OCC (ethyl ether). Product: OC1(CCCC2=CC=CC=C12)C(=CCN(C)C)C1=CC=CC=C1 (1-(1-hydroxy-1,2,3,4-tetrahydro-1-naphthyl)-3-dimethylamino-1-phenyl-1-propene). As a reaction SMILES: [CH3:1][N:2]([CH3:13])[CH:3]=[CH:4][C:5]([C:7]1[CH:12]=[CH:11][CH:10]=[CH:9][CH:8]=1)=O.P(Cl)(Cl)(Cl)=O.Cl[C:20]1[CH:25]=[CH:24][CH:23]=[CH:22][C:21]=1S.[C:27]([BH3-])#N.[Na+].Cl.[CH:32]([OH:35])([CH3:34])[CH3:33]>C(OCC)C>[OH:35][C:32]1([C:5]([C:7]2[CH:12]=[CH:11][CH:10]=[CH:9][CH:8]=2)=[CH:4][CH2:3][N:2]([CH3:13])[CH3:1])[C:34]2[C:25](=[CH:24][CH:23]=[CH:22][CH:21]=2)[CH2:20][CH2:27][CH2:33]1 |f:3.4|. Procedure details: By using a method similar to that described in Example 35, but starting from 3-dimethylaminoacrylophenone (6.1 g), phosphorus oxychloride (3 cc), 2-chlorothiophenol (5 g) and sodium cyanoborohydride (1.3 g), and after evaporating the organic phase to dryness under reduced pressure (2.7 kPa) at 40° C., a yellow oil is obtained which is dissolved in isopropanol (20 cc). A 5.6N solution (7.8 cc) of hydrochloric acid gas in ethyl ether is added to this solution. The precipitate formed is separated o... The reactants are C(CCCCCCCCCCC)(=O)O (lauric acid), C1=CC=CC=C1 (benzene), C(C(=O)Cl)(=O)Cl (oxalyl chloride). Reaction conditions: time 2 hour. The product is C(CCCCCCCCCCC)(=O)OCC1CC1 (cyclopropylmethyl laurate). RXN SMILES: [C:1]([OH:14])(=[O:13])[CH2:2][CH2:3][CH2:4][CH2:5][CH2:6][CH2:7][CH2:8][CH2:9][CH2:10][CH2:11][CH3:12].C(Cl)(=O)C(Cl)=O.[CH:21]1[CH:26]=[CH:25][CH:24]=CC=1>>[C:1]([O:14][CH2:24][CH:25]1[CH2:21][CH2:26]1)(=[O:13])[CH2:2][CH2:3][CH2:4][CH2:5][CH2:6][CH2:7][CH2:8][CH2:9][CH2:10][CH2:11][CH3:12]. Procedure details: To a stirred solution of 3.01 g. of lauric acid in benzene, under nitrogen, is added 5.8 g. of oxalyl chloride. The mixture is stirred at room temperature for 2 hours and then concentrated in vacuo at 40°. To the concentrate is added fresh benzene and 3.25 g. of cyclopropylmethyl alcohol. The solution is stirred overnight at room temperature and then diluted with water. The reaction mixture is worked up by washing with water and brine, drying over calcium sulfate, concentrating the organic phase... Reactants: CCOCC, O=C(O)c1cc2ccc(Cl)cc2s1, [Cu], c1ccc2ncccc2c1. Product: Clc1ccc2ccsc2c1. RXN SMILES: [CH3:24][CH2:25][O:26][CH2:27][CH3:28].[Cl:1][c:2]1[cH:3][cH:4][c:5]2[c:6]([s:7][c:8]([C:10]([OH:11])=[O:12])[cH:9]2)[cH:13]1.[Cu:29].[cH:14]1[cH:15][c:16]2[c:17]([n:18][cH:19][cH:20][cH:21]2)[cH:22][cH:23]1>>[Cl:1][c:2]1[cH:3][cH:4][c:5]2[c:6]([s:7][cH:8][cH:9]2)[cH:13]1. Starting materials: CCCCCCCCCC (n-decane), C(CCCCCCCCC)(=O)O (decanoic acid), C(C)(=O)OC(C)=O (acetic anhydride), CP(C1=CC=CC=C1)C (dimethylphenylphosphine). Reagents/catalysts: [C-]#[O+].[C-]#[O+].[C-]#[O+].[C-]#[O+].[ClH+][Rh-][ClH+].[Rh] (chlorodicarbonylrhodium (I) dimer). Run at temperature 255 celsius. Yields the product C=CCCCCCCC (1-nonene). Isolated yield 5903.6%. RXN SMILES: [C:1](O)(=O)[CH2:2][CH2:3][CH2:4][CH2:5][CH2:6][CH2:7][CH2:8][CH2:9]C.C(OC(=O)C)(=O)C.CP(C)C1C=CC=CC=1.CCCCCCCCCC>[C-]#[O+].[C-]#[O+].[C-]#[O+].[C-]#[O+].[ClH+][Rh-][ClH+].[Rh]>[CH2:1]=[CH:2][CH2:3][CH2:4][CH2:5][CH2:6][CH2:7][CH2:8][CH3:9] |f:4.5.6.7.8.9|. Procedure details: A mixture of decanoic acid (10.0 g, 0.0581 mol), acetic anhydride (5.93 g, 0.0581 mol), chlorodicarbonylrhodium (I) dimer (0.113 g, 2.9×10-4 mol), and dimethylphenylphosphine (0.16 g, 0.0012 mol) was heated under a slow stream of nitrogen using an oil bath maintained at 255° C. As product distilled from the reactor, it was continuously replaced with an equimolar mixture of decanoic acid and acetic anhydride, which also contained 0.6 mol % of dimethylphenylphosphine (relative to the decanoic acid... The reactants are OC1C2=C(OC13CCCCCC3)C=CC=C2 (3-hydroxy-spiro[benzofuran-2(3H),1'-cycloheptane]), [H-].[Na+] (sodium hydride), CN(C)CCCCl (dimethylaminopropyl chloride), CN(C)CCCCl (dimethylaminopropyl chloride), C([O-])(O)=O.[Na+] (sodium bicarbonate), ice, Cl (hydrochloric acid), alkoxide, C(\C=C/C(=O)O)(=O)O (maleic acid). Solvent: CN(C=O)C (dimethylformamide), CN(C=O)C (DMF), CCOCC (ether), CN(C=O)C (DMF), CCOCC (ether). Conditions: temperature 80 celsius. The product is C(\C=C\C(=O)O)(=O)O.CN(CCCOC1C2=C(OC13CCCCCC3)C=CC=C2)C (3-(3-Dimethylaminopropoxy)-spiro[benzofuran-2(3H),1'-cycloheptane] fumarate). Yield: 94.6%. Reaction SMILES: [OH:1][CH:2]1[C:6]2([CH2:12][CH2:11][CH2:10][CH2:9][CH2:8][CH2:7]2)[O:5][C:4]2[CH:13]=[CH:14][CH:15]=[CH:16][C:3]1=2.[H-].[Na+].[CH3:19][N:20]([CH2:22][CH2:23][CH2:24]Cl)[CH3:21].Cl.C(=O)(O)[O-].[Na+].[C:32]([OH:39])(=[O:38])/[CH:33]=[CH:34]\[C:35]([OH:37])=[O:36]>CN(C)C=O.CCOCC>[C:32]([OH:39])(=[O:38])/[CH:33]=[CH:34]/[C:35]([OH:37])=[O:36].[CH3:19][N:20]([CH3:21])[CH2:22][CH2:23][CH2:24][O:1][CH:2]1[C:6]2([CH2:12][CH2:11][CH2:10][CH2:9][CH2:8][CH2:7]2)[O:5][C:4]2[CH:13]=[CH:14][CH:15]=[CH:16][C:3]1=2 |f:1.2,5.6,10.11|. Procedure details: A mixture of 10.44 g of 3-hydroxy-spiro[benzofuran-2(3H),1'-cycloheptane], 2.3 g of sodium hydride and 115 ml of dry dimethylformamide (DMF) was stirred under nitrogen and heated to 80° C. to pre-form the alkoxide, then cooled back to room temperature and treated with a solution of 11.63 g of distilled dimethylaminopropyl chloride in 115 ml of DMF. A sustained, mild exotherm was observed. After stirring overnight at room temperature under nitrogen, an additional 5.81 g of dimethylaminopropyl chl... Reactants: OC1=CC=C(C(=O)OC)C=C1 (methyl 4-hydroxybenzoate), Cl.ClCCN1CCOCC1 (4-(2-chloroethyl)morpholine hydrochloride), C([O-])([O-])=O.[K+].[K+] (potassium carbonate). Solvent: C(C)#N (acetonitrile). Conditions: temperature 50 celsius. The product is O1CCN(CC1)CCOC1=CC=C(C(=O)OC)C=C1 (Methyl 4-(2-morpholinoethoxy)benzoate). Yield: 141.7%. Reaction SMILES: [OH:1][C:2]1[CH:11]=[CH:10][C:5]([C:6]([O:8][CH3:9])=[O:7])=[CH:4][CH:3]=1.Cl.Cl[CH2:14][CH2:15][N:16]1[CH2:21][CH2:20][O:19][CH2:18][CH2:17]1.C(=O)([O-])[O-].[K+].[K+]>C(#N)C>[O:19]1[CH2:20][CH2:21][N:16]([CH2:15][CH2:14][O:1][C:2]2[CH:3]=[CH:4][C:5]([C:6]([O:8][CH3:9])=[O:7])=[CH:10][CH:11]=2)[CH2:17][CH2:18]1 |f:1.2,3.4.5|. Reported procedure: To a stirring solution of methyl 4-hydroxybenzoate 191 (1.08 g, 7.10 mmol) and 4-(2-chloroethyl)morpholine hydrochloride 192 (1.45 g, 7.82 mmol) in acetonitrile was added potassium carbonate (2.95 g, 21.3 mmol). The reaction mixture was heated to 50° C. overnight then cooled to rt and the resulting precipitate was filtered and washed with methanol to provide methyl 4-(2-morpholinoethoxy)benzoate 193 (2.67 g, 142%). 1H NMR: (DMSO) δ (ppm): 400 MHz, (DMSO) d (ppm): 7.87 (s, J=9.0 Hz, 2 h), 7.03 (d...